This data is from the Open Reaction Database (ORD), a public repository of structured organic reaction records. The task is: describe an organic reaction: reactants, conditions, products, and yield Starting materials: CN(C)CC(O)COc1ccc(N)cc1, CN1CCCC1=O, NC(=O)CN(c1ccccc1)c1ccnc(Cl)n1, Cl, Cl. The product is CN(C)CC(O)COc1ccc(Nc2nccc(N(CC(N)=O)c3ccccc3)n2)cc1. RXN SMILES: [CH3:21][N:22]([CH3:23])[CH2:24][CH:25]([CH2:26][O:27][c:28]1[cH:29][cH:30][c:31]([NH2:32])[cH:33][cH:34]1)[OH:35].[CH3:36][N:37]1[CH2:38][CH2:39][CH2:40][C:41]1=[O:42].[Cl:1][c:2]1[n:3][cH:4][cH:5][c:6]([N:8]([c:9]2[cH:10][cH:11][cH:12][cH:13][cH:14]2)[CH2:15][C:16]([NH2:17])=[O:18])[n:7]1.[ClH:19].[ClH:20]>>[c:2]1([NH:32][c:31]2[cH:30][cH:29][c:28]([O:27][CH2:26][CH:25]([CH2:24][N:22]([CH3:21])[CH3:23])[OH:35])[cH:34][cH:33]2)[n:3][cH:4][cH:5][c:6]([N:8]([c:9]2[cH:10][cH:11][cH:12][cH:13][cH:14]2)[CH2:15][C:16]([NH2:17])=[O:18])[n:7]1. The reactants are CC#N, COC(=O)NCc1ccc(Cl)c(CO)c1, O=[Mn]=O. Product: COC(=O)NCc1ccc(Cl)c(C=O)c1. As a reaction SMILES: [CH3:16][C:17]#[N:18].[CH3:1][O:2][C:3]([NH:4][CH2:5][c:6]1[cH:7][c:8]([CH2:13][OH:14])[c:9]([Cl:12])[cH:10][cH:11]1)=[O:15].[O:19]=[Mn:20]=[O:21]>>[CH3:1][O:2][C:3]([NH:4][CH2:5][c:6]1[cH:7][c:8]([CH:13]=[O:14])[c:9]([Cl:12])[cH:10][cH:11]1)=[O:15]. Reactants: O=C(c1ccc(CBr)cc1)N1CCCC1, O=C([O-])[O-], CN(C)C=O, FC(F)(F)c1n[nH]c2c1CCCC2, [K+], [K+]. The product is O=C(c1ccc(Cn2nc(C(F)(F)F)c3c2CCCC3)cc1)N1CCCC1. Reaction SMILES: [Br:1][CH2:2][c:3]1[cH:4][cH:5][c:6]([C:9](=[O:10])[N:11]2[CH2:12][CH2:13][CH2:14][CH2:15]2)[cH:7][cH:8]1.[C:29](=[O:30])([O-:31])[O-:32].[CH3:35][N:36]([CH3:37])[CH:38]=[O:39].[F:16][C:17]([c:18]1[n:19][nH:20][c:21]2[c:26]1[CH2:25][CH2:24][CH2:23][CH2:22]2)([F:27])[F:28].[K+:33].[K+:34]>>[CH2:2]([c:3]1[cH:4][cH:5][c:6]([C:9](=[O:10])[N:11]2[CH2:12][CH2:13][CH2:14][CH2:15]2)[cH:7][cH:8]1)[n:20]1[n:19][c:18]([C:17]([F:16])([F:27])[F:28])[c:26]2[c:21]1[CH2:22][CH2:23][CH2:24][CH2:25]2. Reactants: O=C(O)C1CC2CCCC2N1S(=O)(=O)c1ccc(-c2ccc([N+](=O)[O-])cc2)cc1, CN(C)C=O. The product is Nc1ccc(-c2ccc(S(=O)(=O)N3C(C(=O)O)CC4CCCC43)cc2)cc1. RXN SMILES: [N+:1]([O-:2])(=[O:3])[c:4]1[cH:5][cH:6][c:7](-[c:10]2[cH:11][cH:12][c:13]([S:16](=[O:17])(=[O:18])[N:19]3[CH:20]4[CH:21]([CH2:22][CH:23]3[C:24](=[O:25])[OH:26])[CH2:27][CH2:28][CH2:29]4)[cH:14][cH:15]2)[cH:8][cH:9]1.[O:30]=[CH:31][N:32]([CH3:33])[CH3:34]>>[NH2:1][c:4]1[cH:5][cH:6][c:7](-[c:10]2[cH:11][cH:12][c:13]([S:16](=[O:17])(=[O:18])[N:19]3[CH:20]4[CH:21]([CH2:22][CH:23]3[C:24](=[O:25])[OH:26])[CH2:27][CH2:28][CH2:29]4)[cH:14][cH:15]2)[cH:8][cH:9]1. The reactants are C(C)(C)(C)C1=C(C=C(OCC(=O)O)C=C1)F ((4-tert-Butyl-3-fluorophenoxy) acetic acid), Cl.C(C)N=C=NCCCN(C)C (1-ethyl-3-(3′-dimethylaminopropyl)carbodiimide hydrochloride), Cl.NCC1=CC(=C(C=C1)NS(=O)(=O)C)C (N-[4-(aminomethyl)-2-methylphenyl]methanesulfonamide hydrochloride). Reagents/catalysts: CN(C1=CC=NC=C1)C (4-(dimethylamino)pyridine). The solvent is C(C)N(CC)CC (triethylamine). Product: C(C)(C)(C)C1=C(C=C(OCC(=O)NCC2=CC(=C(C=C2)NS(=O)(=O)C)C)C=C1)F (2-(4-tert-Butyl-3-fluorophenoxy)-N-{3-methyl-4-[(methylsulfonyl)amino]benzyl}acetamide). The yield is 16.6%. As a reaction SMILES: [C:1]([C:5]1[CH:15]=[CH:14][C:8]([O:9][CH2:10][C:11]([OH:13])=O)=[CH:7][C:6]=1[F:16])([CH3:4])([CH3:3])[CH3:2].Cl.C(N=C=NCCCN(C)C)C.Cl.[NH2:30][CH2:31][C:32]1[CH:37]=[CH:36][C:35]([NH:38][S:39]([CH3:42])(=[O:41])=[O:40])=[C:34]([CH3:43])[CH:33]=1>CN(C)C1C=CN=CC=1.C(N(CC)CC)C>[C:1]([C:5]1[CH:15]=[CH:14][C:8]([O:9][CH2:10][C:11]([NH:30][CH2:31][C:32]2[CH:37]=[CH:36][C:35]([NH:38][S:39]([CH3:42])(=[O:41])=[O:40])=[C:34]([CH3:43])[CH:33]=2)=[O:13])=[CH:7][C:6]=1[F:16])([CH3:2])([CH3:3])[CH3:4] |f:1.2,3.4|. Procedure details: (4-tert-Butyl-3-fluorophenoxy) acetic acid (339 mg, 1.5 mmol), 1-ethyl-3-(3′-dimethylaminopropyl)carbodiimide hydrochloride (EDC) (518 mg, 2.7 mmol), 4-(dimethylamino)pyridine (DMAP) (55 mg, 0.45 mmol), triethylamine (0.836 ml) and N-[4-(aminomethyl)-2-methylphenyl]methanesulfonamide hydrochloride (451 mg, 1.8 mmol) were mixed in the same procedure described in Example 2(b) to give 105 mg (17% yield) of the title compound as a white solid. Reactants: NCCOCC=1NC(=C(C(C1C(=O)OCC)C1=C(C=CC=C1)Cl)C(=O)OC)C (2-(2-aminoethoxymethyl)-4-(2-chlorophenyl)-3-ethoxycarbonyl-5-methoxycarbonyl-6-methyl-1,4-dihydropyridine), acid, O.ON1N=NC2=C1C=CC=C2 (1-hydroxybenzotriazole hydrate), Cl.CN(CCCN=C=NCC)C (1-(3-Dimethylaminopropyl)-3-ethylcarbodiimide hydrochloride), ice, CN1CCOCC1 (N-methylmorpholine). Solvent: ClCCl (dichloromethane), ClCCl (dichloromethane). Product: ClC1=C(C=CC=C1)C1C(=C(NC(=C1C(=O)OC)C)COCCNC(=O)C=1C=NC=CC1)C(=O)OCC (4-(2-Chlorophenyl)-3-ethoxycarbonyl-5-methoxycarbonyl-6-methyl-2-[2-(3-pyridylcarbonylamino)ethoxymethyl]-1,4-dihydropyridine). Isolated yield 56.3%. As a reaction SMILES: Cl.CN(C)[CH2:4][CH2:5][CH2:6][N:7]=[C:8]=NCC.[NH2:13][CH2:14][CH2:15][O:16][CH2:17][C:18]1[NH:19][C:20]([CH3:40])=[C:21]([C:36]([O:38][CH3:39])=[O:37])[CH:22]([C:29]2[CH:34]=[CH:33][CH:32]=[CH:31][C:30]=2[Cl:35])[C:23]=1[C:24]([O:26][CH2:27][CH3:28])=[O:25].O.ON1C2C=CC=CC=2N=N1.CN1CC[O:56][CH2:55][CH2:54]1>ClCCl>[Cl:35][C:30]1[CH:31]=[CH:32][CH:33]=[CH:34][C:29]=1[CH:22]1[C:21]([C:36]([O:38][CH3:39])=[O:37])=[C:20]([CH3:40])[NH:19][C:18]([CH2:17][O:16][CH2:15][CH2:14][NH:13][C:55]([C:54]2[CH:8]=[N:7][CH:6]=[CH:5][CH:4]=2)=[O:56])=[C:23]1[C:24]([O:26][CH2:27][CH3:28])=[O:25] |f:0.1,3.4|. Reported procedure: 1-(3-Dimethylaminopropyl)-3-ethylcarbodiimide hydrochloride (0.42 g) was added to an ice-cooled solution of 2-(2-aminoethoxymethyl)-4-(2-chlorophenyl)-3-ethoxycarbonyl-5-methoxycarbonyl-6-methyl-1,4-dihydropyridine (0.41 g), nicetinic acid (0.14 g) and 1-hydroxybenzotriazole hydrate (0.17 g) in dichloromethane (40 ml). The mixture was stirred with ice-cooling for 15 minutes, treated with N-methylmorpholine (0.61 g) and stirred at room temperature for 16 hours. The solution was then diluted with ... Starting materials: FC1=CC=C2N=CC(N(C2=C1)CCN1CCC(CC1)NCC=1C=CC=2SCC(NC2N1)=O)=O (7-fluoro-1-(2-(4-((3-oxo-3,4-dihydro-2H-pyrido[3,2-b][1,4]thiazin-6-yl)methylamino)piperidin-1-yl)ethyl)quinoxalin-2(1H)-one), Cl.C(C)(=O)OCC (hydrogen chloride ethyl acetate). Solvent: C(Cl)(Cl)Cl (chloroform). Run at time 10 minute. The product is Cl.FC1=CC=C2N=CC(N(C2=C1)CCN1CCC(CC1)NCC=1C=CC=2SCC(NC2N1)=O)=O (7-fluoro-1-(2-(4-((3-oxo-3,4-dihydro-2H-pyrido[3,2-b][1,4]thiazin-6-yl)methylamino)piperidin-1-yl)ethyl)quinoxalin-2(1H)-one hydrochloride). Reaction SMILES: [F:1][C:2]1[CH:11]=[C:10]2[C:5]([N:6]=[CH:7][C:8](=[O:33])[N:9]2[CH2:12][CH2:13][N:14]2[CH2:19][CH2:18][CH:17]([NH:20][CH2:21][C:22]3[CH:23]=[CH:24][C:25]4[S:26][CH2:27][C:28](=[O:32])[NH:29][C:30]=4[N:31]=3)[CH2:16][CH2:15]2)=[CH:4][CH:3]=1.[ClH:34].C(OCC)(=O)C>C(Cl)(Cl)Cl>[ClH:34].[F:1][C:2]1[CH:11]=[C:10]2[C:5]([N:6]=[CH:7][C:8](=[O:33])[N:9]2[CH2:12][CH2:13][N:14]2[CH2:15][CH2:16][CH:17]([NH:20][CH2:21][C:22]3[CH:23]=[CH:24][C:25]4[S:26][CH2:27][C:28](=[O:32])[NH:29][C:30]=4[N:31]=3)[CH2:18][CH2:19]2)=[CH:4][CH:3]=1 |f:1.2,4.5|. Procedure: To 5 mL of a chloroform solution containing 126 mg of 7-fluoro-1-(2-(4-((3-oxo-3,4-dihydro-2H-pyrido[3,2-b][1,4]thiazin-6-yl)methylamino)piperidin-1-yl)ethyl)quinoxalin-2(1H)-one, 0.5 mL of 4 mol/L hydrogen chloride/ethyl acetate was added, and stirred at room temperature for 10 min. The solvent was removed under reduced pressure, ethyl acetate was added, and the resulting solid was filtered to give 92 mg of 7-fluoro-1-(2-(4-((3-oxo-3,4-dihydro-2H-pyrido[3,2-b][1,4]thiazin-6-yl)methylamino)piper...